Dataset: the Open Reaction Database (ORD), a public repository of structured organic reaction records. Task: describe an organic reaction: reactants, conditions, products, and yield Starting materials: C1=NCCC2=CC=CC=C12 (3,4-dihydroisoquinoline), C1(=CC=C(C=C1)S(=O)(=O)OC)C (methyl p-toluenesulfonate). The solvent is CO (methanol), CO (methanol). Run at temperature 0 celsius. Product: C1(=CC=C(C=C1)S(=O)(=O)[O-])C.C[N+]1=CC2=CC=CC=C2CC1 (N-Methyl-3,4-dihydroisoquinolinium p-toluenesulfonate), off-white solid. Isolated yield 88.0%. As a reaction SMILES: [CH:1]1[C:10]2[C:5](=[CH:6][CH:7]=[CH:8][CH:9]=2)[CH2:4][CH2:3][N:2]=1.[C:11]1([CH3:22])[CH:16]=[CH:15][C:14]([S:17]([O:20]C)(=[O:19])=[O:18])=[CH:13][CH:12]=1>CO>[C:11]1([CH3:22])[CH:12]=[CH:13][C:14]([S:17]([O-:20])(=[O:18])=[O:19])=[CH:15][CH:16]=1.[CH3:11][N+:2]1[CH2:3][CH2:4][C:5]2[C:10](=[CH:9][CH:8]=[CH:7][CH:6]=2)[CH:1]=1 |f:3.4|. Reported procedure: The title compound was prepared using the procedure described by Koelsch et al in J. Am. Chem. Soc. (1953) 75, 2095, In a 250-ml one-necked round-bottomed flask equipped with a magnetic stir bar and a reflux condenser were placed 3,4-dihydroisoquinoline (8.27 grams, 63 mmol) and 40 ml of methanol. The mixture was stirred and cooled to 0° C. A solution of methyl p-toluenesulfonate (11.73 g, 63 mmol) and 70 ml of methanol was added dropwise. The color of the solution remained clear and yellow. The...